From a dataset of the Open Reaction Database (ORD), a public repository of structured organic reaction records. describe an organic reaction: reactants, conditions, products, and yield The reactants are O=C(Cl)Cl, C1CCCC1, c1cc2c(cc1OC1CCNCC1)CCN(C1CCC1)CC2, ClCCl. The product is O=C(C1CCCC1)N1CCC(Oc2ccc3c(c2)CCN(C2CCC2)CC3)CC1. RXN SMILES: [C:23](=[O:24])([Cl:25])[Cl:26].[CH2:27]1[CH2:28][CH2:29][CH2:30][CH2:31]1.[CH:1]1([N:5]2[CH2:6][CH2:7][c:8]3[c:9]([cH:12][c:13]([O:16][CH:17]4[CH2:18][CH2:19][NH:20][CH2:21][CH2:22]4)[cH:14][cH:15]3)[CH2:10][CH2:11]2)[CH2:2][CH2:3][CH2:4]1.[Cl:32][CH2:33][Cl:34]>>[CH:1]1([N:5]2[CH2:6][CH2:7][c:8]3[c:9]([cH:12][c:13]([O:16][CH:17]4[CH2:18][CH2:19][N:20]([C:23](=[O:24])[CH:27]5[CH2:28][CH2:29][CH2:30][CH2:31]5)[CH2:21][CH2:22]4)[cH:14][cH:15]3)[CH2:10][CH2:11]2)[CH2:2][CH2:3][CH2:4]1. Starting materials: CSC1=N[C@H]2[C@@H](N1C(=O)OC(C)(C)C)CCCC2 (cis-3a,4,5,6,7,7a-Hexahydro-2-methylthio-benzimidazole-1-carboxylic acid, tert-butyl ester), FC=1C=C(CN)C=CC1F (3,4-difluorobenzylamine). Run in ClCCl (dichloromethane). Reaction conditions: temperature 100 celsius. The product is C(C)(C)(C)OC(=O)N1C(=N[C@H]2[C@@H]1CCCC2)NCC2=CC(=C(C=C2)F)F (2-[(3,4-Difluorobenzyl)amino]-cis-3a,4,5,6,7,7a-hexahydro-1H-benzimidazol-1-carboxylic acid tert-butyl ester). Isolated yield 99.8%. RXN SMILES: CS[C:3]1[N:7]([C:8]([O:10][C:11]([CH3:14])([CH3:13])[CH3:12])=[O:9])[C@H:6]2[CH2:15][CH2:16][CH2:17][CH2:18][C@H:5]2[N:4]=1.[F:19][C:20]1[CH:21]=[C:22]([CH:25]=[CH:26][C:27]=1[F:28])[CH2:23][NH2:24]>ClCCl>[C:11]([O:10][C:8]([N:7]1[C@H:6]2[CH2:15][CH2:16][CH2:17][CH2:18][C@H:5]2[N:4]=[C:3]1[NH:24][CH2:23][C:22]1[CH:25]=[CH:26][C:27]([F:28])=[C:20]([F:19])[CH:21]=1)=[O:9])([CH3:14])([CH3:13])[CH3:12]. Procedure: A mixture of intermediate 76 (200 mg, 0.740 mmol), 3,4-difluorobenzylamine (0.5 mL, 4.2 mmol) is heated at 100° C. (reaction block) overnight. The reaction mixture is cooled to RT. The reaction mixture is diluted with dichloromethane, washed with 0.1N HCl, and brine. The solvent is evaporated, and the residue triturated with EtOAc, and the insoluble material filtered to give 270 mg of the product 195. 1H NMR (CDCl3) δ 8.60 (s, 1 H), 7.40-7.10 (m, 3 H), 5.15-4.90 (m, 2 H), 4.30-4.10 (m, 2 H), 2.7... Starting materials: C12(CC3CC(CC(C1)C3)C2)OC2=CC(=C(N)C=C2)F (4-(1-adamantyloxy)-2-fluoroaniline), BrCCCCBr (1,4-dibromobutane), C(=O)([O-])[O-].[K+].[K+] (K2CO3). Run in C(C)O (ethanol). Yields the product C12(CC3CC(CC(C1)C3)C2)OC2=CC(=C(C=C2)N2CCCC2)F (1-[4-(Adamantyloxy)-2-fluorophenyl]-pyrrolidine). RXN SMILES: [C:1]12([O:11][C:12]3[CH:18]=[CH:17][C:15]([NH2:16])=[C:14]([F:19])[CH:13]=3)[CH2:10][CH:5]3[CH2:6][CH:7]([CH2:9][CH:3]([CH2:4]3)[CH2:2]1)[CH2:8]2.Br[CH2:21][CH2:22][CH2:23][CH2:24]Br.C([O-])([O-])=O.[K+].[K+]>C(O)C>[C:1]12([O:11][C:12]3[CH:18]=[CH:17][C:15]([N:16]4[CH2:24][CH2:23][CH2:22][CH2:21]4)=[C:14]([F:19])[CH:13]=3)[CH2:2][CH:3]3[CH2:4][CH:5]([CH2:6][CH:7]([CH2:9]3)[CH2:8]1)[CH2:10]2 |f:2.3.4|. Procedure: A mixture of 2.3 g (8.8 mmoles) of 4-(1-adamantyloxy)-2-fluoroaniline, 1.90 g (8.80 mmoles) of 1,4-dibromobutane, and 2.68 g (19.4 mmoles) of K2CO3 in deaerated absolute ethanol (25 ml) is refluxed for 24 hours. The solvent is evaporated, and the residue taken up in methylene chloride (125 ml) and water (125 ml). The methylene chloride layer is washed with 2×125 ml of water, and the combined aqueous portions are extracted with methylene chloride (50 ml). The combined methylene chloride layers ar...